This data is from the Open Reaction Database (ORD), a public repository of structured organic reaction records. The task is: describe an organic reaction: reactants, conditions, products, and yield The reactants are COC=1C(=C(C(=O)N)C=CC1)[N+](=O)[O-] (3-Methoxy-2-nitrobenzamide). The reagents and catalysts are [Ni] (Raney nickel). Solvent: C(C)O (ethanol). Run at time 4 hour. Yields the product NC1=C(C(=O)N)C=CC=C1OC (2-Amino-3-methoxybenzamide). RXN SMILES: [CH3:1][O:2][C:3]1[C:4]([N+:12]([O-])=O)=[C:5]([CH:9]=[CH:10][CH:11]=1)[C:6]([NH2:8])=[O:7]>C(O)C.[Ni]>[NH2:12][C:4]1[C:3]([O:2][CH3:1])=[CH:11][CH:10]=[CH:9][C:5]=1[C:6]([NH2:8])=[O:7]. Reported procedure: 3-Methoxy-2-nitrobenzamide (7.0 g, 0.038 mol) was dissolved in ethanol (150 ml) and the solution stirred with Raney nickel catalyst (0.5 g) under a hydrogen atmosphere at 50 p.s.i. (3.45 bar) for 4 hours. The catalyst was removed by filtration and the solvent removed by evaporation under vacuum to give the title compound, after crystallization from ethyl acetatehexane, as a colorless solid (6.3 g, 83%), m.p. 140°-141° C. Found: C,58.03; H,6.06; N,16.65. C8H10N2O2 requires C,57.82; H,6.07; N,16.8... Starting materials: C(C)(C)(C)OC(=O)NCC(CP(OCC(C)C)(=O)C)=O (isobutyl P-(3-tert.-butoxycarbonylamino-2-oxo-propyl)-P-methyl-phosphinate). Solvent: Cl (hydrochloric acid). Product: NCC(CP(O)(=O)C)=O (P-(3-amino-2-oxo-propyl)-P-methyl-phosphinic acid). Reaction SMILES: C(OC([NH:8][CH2:9][C:10](=[O:20])[CH2:11][P:12]([CH3:19])(=[O:18])[O:13]CC(C)C)=O)(C)(C)C>Cl>[NH2:8][CH2:9][C:10](=[O:20])[CH2:11][P:12]([CH3:19])(=[O:13])[OH:18]. Procedure: A solution of 0.5 g of isobutyl P-(3-tert.-butoxycarbonylamino-2-oxo-propyl)-P-methyl-phosphinate in 10 ml of 36% aqueous hydrochloric acid is heated to reflux for a period of 4 hours. The mixture is then allowed to cool to room temperature, concentrated under reduced pressure, and coevaporated twice with 20 ml of water. The crude product is dissolved in 20 ml of ethanol, 1 ml of propylene oxide is added, and the mixture is stirred until the precipitated solid is free of halogen. The solid is fi...